Dataset: the Open Reaction Database (ORD), a public repository of structured organic reaction records. Task: describe an organic reaction: reactants, conditions, products, and yield The reactants are CN1C(NC(C=2N(C=NC12)CCCCCCCCCC)=O)=O (3-methyl-7-n-decyl-xanthine), 1-bromohexanone-(5), O (water), [OH-].[Na+] (sodium hydroxide). The solvent is CO (methanol). The product is O=C(CCCCN1C(=O)N(C=2N=CN(C2C1=O)CCCCCCCCCC)C)C (1-(5-oxohexyl)-3-methyl-7-(n-decyl)-xanthine). The yield is 85.0%. As a reaction SMILES: [CH3:1][N:2]1[C:10]2[N:9]=[CH:8][N:7]([CH2:11][CH2:12][CH2:13][CH2:14][CH2:15][CH2:16][CH2:17][CH2:18][CH2:19][CH3:20])[C:6]=2[C:5](=[O:21])[NH:4][C:3]1=[O:22].[OH2:23].[OH-].[Na+]>CO>[O:23]=[C:12]([CH3:11])[CH2:13][CH2:14][CH2:15][CH2:16][N:4]1[C:5](=[O:21])[C:6]2[N:7]([CH2:11][CH2:12][CH2:13][CH2:14][CH2:15][CH2:16][CH2:17][CH2:18][CH2:19][CH3:20])[CH:8]=[N:9][C:10]=2[N:2]([CH3:1])[C:3]1=[O:22] |f:2.3|. Procedure details: 80.3 g of 3-methyl-7-n-decyl-xanthine, 140 g of water, 90 g of methanol, 10 g of sodium hydroxide and 44.6 g of 1-bromohexanone-(5) are boiled under reflux for 4 hours. After acidification with 2 ml of concentrated sulphuric acid, the reaction mixture is filtered hot to remove the unreacted 3-methyl-7-n-decyl-xanthine and the filtrate is worked up as in Example 1. 66.1 g of a crude crystalline product are obtained and are recrystallised from 500 ml of diisopropyl ether. The 1-(5-oxohexyl)-3-meth...